Dataset: the Open Reaction Database (ORD), a public repository of structured organic reaction records. Task: describe an organic reaction: reactants, conditions, products, and yield Starting materials: C(C)OC(C(C(=O)N1N=NC2=C1C=CC=C2)C2CCCCC2)=O (3-benzotriazol-1-yl-2-cyclohexyl-3-oxo-propionic acid ethyl ester), [Li+].CC(C)[N-]C(C)C (LDA), C1(CCCCCC1)=O (cycloheptanone). The solvent is C1CCOC1 (THF). The product is C(C)OC(C(C(C1C(CCCCC1)=O)=O)C1CCCCC1)=O (2-Cyclohexyl-3-oxo-3-(2-oxo-cycloheptyl)-propionic acid ethyl ester). RXN SMILES: [CH2:1]([O:3][C:4](=[O:23])[CH:5]([CH:17]1[CH2:22][CH2:21][CH2:20][CH2:19][CH2:18]1)[C:6](N1C2C=CC=CC=2N=N1)=[O:7])[CH3:2].[Li+].CC([N-]C(C)C)C.[C:32]1(=[O:39])[CH2:38][CH2:37][CH2:36][CH2:35][CH2:34][CH2:33]1>C1COCC1>[CH2:1]([O:3][C:4](=[O:23])[CH:5]([CH:17]1[CH2:18][CH2:19][CH2:20][CH2:21][CH2:22]1)[C:6](=[O:7])[CH:33]1[CH2:34][CH2:35][CH2:36][CH2:37][CH2:38][C:32]1=[O:39])[CH3:2] |f:1.2|. Reported procedure: In analogy to the procedure described in example 1.2, 3-benzotriazol-1-yl-2-cyclohexyl-3-oxo-propionic acid ethyl ester (example 1.1) was treated with LDA and subsequently reacted with cycloheptanone (CAS Reg. No. 502-42-1) in THF to give the title compound as yellow oil. Reactants: S(C)(=O)(=O)[O-].OC(CS(=O)(=O)CCC[N+](C)(C)C)COCCCCCCCCCCCCCCCCCC (3-[(2-hydroxy-3-octadecyloxypropyl)sulfonyl]propyltrimethylammonium mesylate), CN=C=O (methyl isocyanate), CN(C)C (trimethylamine). Solvent: C(Cl)(Cl)Cl (chloroform). Reaction conditions: time 8 hour. Yields the product S(C)(=O)(=O)[O-].CNC(=O)OC(CS(=O)(=O)CCC[N+](C)(C)C)COCCCCCCCCCCCCCCCCCC (3-[(2-methylcarbamoyloxy-3-octadecyloxypropyl)sulfonyl]propyltrimethylammonium mesylate). RXN SMILES: [S:1]([O-:5])(=[O:4])(=[O:3])[CH3:2].[OH:6][CH:7]([CH2:19][O:20][CH2:21][CH2:22][CH2:23][CH2:24][CH2:25][CH2:26][CH2:27][CH2:28][CH2:29][CH2:30][CH2:31][CH2:32][CH2:33][CH2:34][CH2:35][CH2:36][CH2:37][CH3:38])[CH2:8][S:9]([CH2:12][CH2:13][CH2:14][N+:15]([CH3:18])([CH3:17])[CH3:16])(=[O:11])=[O:10].[CH3:39][N:40]=[C:41]=[O:42].CN(C)C>C(Cl)(Cl)Cl>[S:1]([O-:5])(=[O:4])(=[O:3])[CH3:2].[CH3:39][NH:40][C:41]([O:6][CH:7]([CH2:19][O:20][CH2:21][CH2:22][CH2:23][CH2:24][CH2:25][CH2:26][CH2:27][CH2:28][CH2:29][CH2:30][CH2:31][CH2:32][CH2:33][CH2:34][CH2:35][CH2:36][CH2:37][CH3:38])[CH2:8][S:9]([CH2:12][CH2:13][CH2:14][N+:15]([CH3:17])([CH3:16])[CH3:18])(=[O:11])=[O:10])=[O:42] |f:0.1,5.6|. Procedure details: Into 6 ml of chloroform are added 1.4 g of 3-[(2-hydroxy-3-octadecyloxypropyl)sulfonyl]propyltrimethylammonium mesylate, 1 ml of methyl isocyanate and 1 ml of trimethylamine and the mixture is shaked overnight at room temperature. The reaction mixture is concentrated under reduced pressure and the residue is purified by silica gel column chromatography to give 0.2 of the captioned Reactants: NC1CCN(Cc2ccccc2)C1, CCN=C=NCCCN(C)C, CCN(C(C)C)C(C)C, ClCCl, O=C(O)Cc1nc2c(C(F)(F)F)cccc2[nH]1, [Li], [Na+], O=C([O-])O, CN(C)C=O, On1nnc2ccccc21. Product: O=C(Cc1nc2c(C(F)(F)F)cccc2[nH]1)NC1CCN(Cc2ccccc2)C1. Reaction SMILES: [CH2:19]([c:20]1[cH:21][cH:22][cH:23][cH:24][cH:25]1)[N:26]1[CH2:27][CH:28]([NH2:31])[CH2:29][CH2:30]1.[CH3:42][CH2:43][N:44]=[C:45]=[N:46][CH2:47][CH2:48][CH2:49][N:50]([CH3:51])[CH3:52].[CH:53]([N:54]([CH:55]([CH3:56])[CH3:57])[CH2:58][CH3:59])([CH3:60])[CH3:61].[Cl:72][CH2:73][Cl:74].[F:2][C:3]([c:4]1[cH:5][cH:6][cH:7][c:8]2[nH:9][c:10]([CH2:13][C:14](=[O:15])[OH:16])[n:11][c:12]12)([F:17])[F:18].[Li:1].[Na+:66].[O-:62][C:63]([OH:64])=[O:65].[O:67]=[CH:68][N:69]([CH3:70])[CH3:71].[OH:32][n:33]1[c:34]2[c:35]([cH:36][cH:37][cH:38][cH:39]2)[n:40][n:41]1>>[F:2][C:3]([c:4]1[cH:5][cH:6][cH:7][c:8]2[nH:9][c:10]([CH2:13][C:14](=[O:16])[NH:31][CH:28]3[CH2:27][N:26]([CH2:19][c:20]4[cH:21][cH:22][cH:23][cH:24][cH:25]4)[CH2:30][CH2:29]3)[n:11][c:12]12)([F:17])[F:18]. The reactants are Mannich reagent, [C-]#N.[Na+] (Sodium cyanide), CN(C)CC1=C(NC2=NC=C(C=C21)F)C (3-(dimethylaminomethyl)-5-fluoro-2-methylpyrrolo[2,3 -b]pyridine), FC=1C=C2C(=NC1)NC(=C2)C (5-fluoro-2-methylpyrrolo[2,3-b]pyridine), ice. The solvent is O (water), O (water), O (water). Product: C(#N)CC1=C(NC2=NC=C(C=C21)F)C (3-(cyanomethyl)-5-fluoro-2-methylpyrrolo[2,3-b]pyridine). The yield is 67.0%. As a reaction SMILES: [F:1][C:2]1[CH:3]=[C:4]2[CH:10]=[C:9]([CH3:11])[NH:8][C:5]2=[N:6][CH:7]=1.[C-]#N.[Na+].C[N:16]([CH2:18][C:19]1C2C(=NC=C(F)C=2)NC=1C)C>O>[C:18]([CH2:19][C:10]1[C:4]2[C:5](=[N:6][CH:7]=[C:2]([F:1])[CH:3]=2)[NH:8][C:9]=1[CH3:11])#[N:16] |f:1.2|. Procedure details: Mannich reagent (0.8 ml, prepared according to Liebigs (1971) Ann. Chem., 743, 95-111) was added under stirring to pre-cooled (-78° C.) 5-fluoro-2-methylpyrrolo[2,3-b]pyridine (0.33 g, 2.2 mmol) under argon. The flask containing the reaction mixture was then placed in an ice bath and stirring was continued to give a white suspension. The ice lumps melted within 2 h and the resulting water bath was allowed attain room temperature. After 24 h almost all suspension had dissolved. The reaction mixtu... Reactants: ClC1=CC=C(C=C1)C1=NC=2C(=NC=CC2)N1CC(=O)O (2-(4-chlorophenyl)-3H-imidazo[4,5-b]pyridine-3-acetic acid), C(=O)(N1C=NC=C1)N1C=NC=C1 (1,1'-carbonyldiimidazole), C(C1=CC=CC=C1)N (benzylamine). Run in O1CCCC1 (tetrahydrofuran). Reaction conditions: time 3 hour. Yields the product ClC1=CC=C(C=C1)C1=NC=2C(=NC=CC2)N1CC(=O)NCC1=CC=CC=C1 (2-(4-Chlorophenyl)-N-(phenylmethyl)-3H-imidazo[4,5-b]pyridine-3-acetamide). The yield is 65.0%. RXN SMILES: [Cl:1][C:2]1[CH:7]=[CH:6][C:5]([C:8]2[N:16]([CH2:17][C:18]([OH:20])=O)[C:11]3=[N:12][CH:13]=[CH:14][CH:15]=[C:10]3[N:9]=2)=[CH:4][CH:3]=1.C(N1C=CN=C1)(N1C=CN=C1)=O.[CH2:33]([NH2:40])[C:34]1[CH:39]=[CH:38][CH:37]=[CH:36][CH:35]=1>O1CCCC1>[Cl:1][C:2]1[CH:3]=[CH:4][C:5]([C:8]2[N:16]([CH2:17][C:18]([NH:40][CH2:33][C:34]3[CH:39]=[CH:38][CH:37]=[CH:36][CH:35]=3)=[O:20])[C:11]3=[N:12][CH:13]=[CH:14][CH:15]=[C:10]3[N:9]=2)=[CH:6][CH:7]=1. Procedure: Under nitrogen bubbling, a mixture of 2-(4-chlorophenyl)-3H-imidazo[4,5-b]pyridine-3-acetic acid (4.0 g, 0.014 mole) and 1,1'-carbonyldiimidazole (2.27 g, 0.014 mole) in 150 ml of tetrahydrofuran was stirred at room temperature for 3 hours. Then, under nitrogen atmosphere, benzylamine (1.58 g, 0.0147 mole) was added and the reaction was allowed to stir at room temperature overnight. The tetrahydrofuran was evaporated, to give a solid. The solid was recrystallized from isopropyl alcohol, collecte... Starting materials: Cl.BrC1=C2CCNCC2=C(C(=C1)[N+](=O)[O-])N (5-Bromo-7-nitro-1,2,3,4-tetrahydro-8-isoquinolinylamine monohydrochloride). The reagents and catalysts are [Pd] (Pd/C). Solvent: CO (methanol). Reaction conditions: time 16 hour. Yields the product Cl.Br.C1NCCC2=CC=C(C(=C12)N)N (1,2,3,4-Tetrahydro-7,8-isoquinolinediamine monohydrobromide monohydrochloride). The yield is 99.0%. RXN SMILES: [ClH:1].[Br:2][C:3]1[CH:12]=[C:11]([N+:13]([O-])=O)[C:10]([NH2:16])=[C:9]2[C:4]=1[CH2:5][CH2:6][NH:7][CH2:8]2>CO.[Pd]>[ClH:1].[BrH:2].[CH2:8]1[C:9]2[C:4](=[CH:3][CH:12]=[C:11]([NH2:13])[C:10]=2[NH2:16])[CH2:5][CH2:6][NH:7]1 |f:0.1,4.5.6|. Procedure: The product from Example 5 (7 g) in 250 mL of methanol was treated with 20% Pd/C (1 g) and shaken on a Parr apparatus under a hydrogen atmosphere (50 psi) for 16 h at ambient temperature. The catalyst was removed by filtration and the filtrate evaporated to give the product as a purple solid (6.3 g, 99% yield) that was used immediately without further purification. Reactants: hydroxyimine, C(C)(=O)[O-].C(C)(=O)[O-].C(C)(=O)[O-].C(C)(=O)[O-].[Pb+4] (lead tetraacetate). Solvent: C1CCOC1 (THF). Yields the product C(C)(=O)[O-].C(C)(=O)[O-].[Pb+2] (lead diacetate). RXN SMILES: [C:1]([O-:4])(=[O:3])[CH3:2].[C:5]([O-:8])(=[O:7])[CH3:6].C([O-])(=O)C.C([O-])(=O)C.[Pb+4:17]>C1COCC1>[C:1]([O-:4])(=[O:3])[CH3:2].[C:5]([O-:8])(=[O:7])[CH3:6].[Pb+2:17] |f:0.1.2.3.4,6.7.8|. Reported procedure: The hydroxyimine compound (6.31 g, 0.02 mol) synthesized from the above step was dissolved in 300 ml of THF, and 9.35 g of lead tetraacetate (95%) was slowly added thereto with stirring. The reaction mixture was vigorously stirred for 2 hours, and lead diacetate crystals produced as a by-product was removed by filtration. After recrystallization from THF, 2-(4-nitrophenyl)-6-[N-methyl-N-(2-hydroxyethyl)amino]benzoxazole was obtained as dark red crystals [yield: 5.31 g, 85%]. Reactants: [Na] (Sodium), NC1=NC(=C2NC=NC2=N1)Cl (2-Amino-6-chloropurine), C(C)(C)O (isopropanol), Cl (HCl). The product is NC1=NC(=C2N=CNC2=N1)OC(C)C (2-Amino-6-isopropoxy-9H-purine). Procedure: Sodium (Aldrich, lot #9621CL, 4.1 g, 176.9 mmol) was reacted with 150 mL of isopropanol, 2-Amino-6-chloropurine (Sigma, lot #69F4064, 6.0 g, 35.4 mmol) was added and the reaction stirred at 50° C. for 24 hours. The solution was cooled and brought to pH 7 with 1N HCl. The solvents were evaporated to one-half volume. The precipitate was filtered, washed with water and dried to give 5.9 g (30.5 mmol, 87%); mp=204°-206° C. RXN SMILES: [Na].[NH2:2][C:3]1[N:11]=[C:10]2[C:6]([NH:7][CH:8]=[N:9]2)=[C:5](Cl)[N:4]=1.Cl.[CH:14]([OH:17])([CH3:16])[CH3:15]>>[NH2:2][C:3]1[N:11]=[C:10]2[C:6]([N:7]=[CH:8][NH:9]2)=[C:5]([O:17][CH:14]([CH3:16])[CH3:15])[N:4]=1 |^1:0|. Reaction conditions: temperature 50 celsius, time 24 hour. The reactants are CCOC(=O)CBr, CO, NCCc1cccc(F)c1. The product is CCOC(=O)CNCCc1cccc(F)c1. Reaction SMILES: [Br:1][CH2:2][C:3](=[O:4])[O:5][CH2:6][CH3:7].[CH3:18][OH:19].[F:8][c:9]1[cH:10][c:11]([CH2:12][CH2:13][NH2:14])[cH:15][cH:16][cH:17]1>>[CH2:2]([C:3](=[O:4])[O:5][CH2:6][CH3:7])[NH:14][CH2:13][CH2:12][c:11]1[cH:10][c:9]([F:8])[cH:17][cH:16][cH:15]1. Procedure details: A solution of N′-(1H-benzimidazol-2-ylmethyl)-N′-(5,6,7,8-tetrahydro-8-quinolinyl)-1,4-benzenedimethanamine (165 mg, 0.415 mmol) and butyraldehyde (50 mg, 0.69 mmol) in MeOH (4 mL) was heated at reflux for 30 minutes. The solution was allowed to cool to room temperature, 1.0% Pd/C (20 mg, 0.019 mmol) was added, and the mixture was stirred under hydrogen atmosphere (1 atm) at room temperature for 20 h. The mixture was filtered through Celite and the solvent from the filtrate was removed under red... Reagents/catalysts: [Pd] (Pd/C). Reaction SMILES: [NH:1]1[C:5]2[CH:6]=[CH:7][CH:8]=[CH:9][C:4]=2[N:3]=[C:2]1[CH2:10][N:11]([CH:21]1[C:30]2[N:29]=[CH:28][CH:27]=[CH:26][C:25]=2[CH2:24][CH2:23][CH2:22]1)[CH2:12][C:13]1[CH:18]=[CH:17][C:16]([CH2:19][NH2:20])=[CH:15][CH:14]=1.[CH:31](=O)[CH2:32][CH2:33][CH3:34]>CO.[Pd]>[NH:1]1[C:5]2[CH:6]=[CH:7][CH:8]=[CH:9][C:4]=2[N:3]=[C:2]1[CH2:10][N:11]([CH2:12][C:13]1[CH:14]=[CH:15][C:16]([CH2:19][NH:20][CH2:31][CH2:32][CH2:33][CH3:34])=[CH:17][CH:18]=1)[CH:21]1[C:30]2[N:29]=[CH:28][CH:27]=[CH:26][C:25]=2[CH2:24][CH2:23][CH2:22]1. The reactants are N1C(=NC2=C1C=CC=C2)CN(CC2=CC=C(C=C2)CN)C2CCCC=1C=CC=NC21 (N′-(1H-benzimidazol-2-ylmethyl)-N′-(5,6,7,8-tetrahydro-8-quinolinyl)-1,4-benzenedimethanamine), C(CCC)=O (butyraldehyde). Yields the product N1C(=NC2=C1C=CC=C2)CN(C2CCCC=1C=CC=NC21)CC2=CC=C(C=C2)CNCCCC ((1H-benzimidazol-2-ylmethyl)-(4-butylaminomethyl-benzyl)-(5,6,7,8-tetrahydro-quinolin-8-yl)-amine). Conditions: time 20 hour. Run in CO (MeOH).